Dataset: the Open Reaction Database (ORD), a public repository of structured organic reaction records. Task: describe an organic reaction: reactants, conditions, products, and yield Starting materials: CC1(OC2=CC=C(C=C2C(C1O)C=1C(N(C=CC1)C)=O)N)C (2,2-dimethyl-4-(1-methyl-1,2-dihydro-2-oxo-3-pyridyl)-6-amino-3-chromanol), C(C)(=O)OC(C)=O (acetic anhydride). Solvent: N1=CC=CC=C1 (pyridine). Conditions: time 24 hour. Yields the product CC1(OC2=CC=C(C=C2C(C1O)C=1C(N(C=CC1)C)=O)NC(C)=O)C (2,2-dimethyl-4-(1-methyl-1,2-dihydro-2-oxo-3-pyridyl)-6-acetamido-3-chromanol). RXN SMILES: [CH3:1][C:2]1([CH3:22])[CH:11]([OH:12])[CH:10]([C:13]2[C:14](=[O:20])[N:15]([CH3:19])[CH:16]=[CH:17][CH:18]=2)[C:9]2[C:4](=[CH:5][CH:6]=[C:7]([NH2:21])[CH:8]=2)[O:3]1.[C:23](OC(=O)C)(=[O:25])[CH3:24]>N1C=CC=CC=1>[CH3:1][C:2]1([CH3:22])[CH:11]([OH:12])[CH:10]([C:13]2[C:14](=[O:20])[N:15]([CH3:19])[CH:16]=[CH:17][CH:18]=2)[C:9]2[C:4](=[CH:5][CH:6]=[C:7]([NH:21][C:23](=[O:25])[CH3:24])[CH:8]=2)[O:3]1. Procedure: A mixture of 1 g of 2,2-dimethyl-4-(1-methyl-1,2-dihydro-2-oxo-3-pyridyl)-6-amino-3-chromanol, 10 ml of acetic anhydride and 10 ml of pyridine is allowed to stand at 20° for 24 hours. The mixture is evaporated, worked up in the customary manner and 2,2-dimethyl-4-(1-methyl-1,2-dihydro-2-oxo-3-pyridyl)-6-acetamido-3-chromanol is obtained. Starting materials: N([C@@H](CC(OC(C)(C)C)=O)C(=O)O)C(=O)OCC1=CC=CC=C1 (Z-Asp(OtBu)-OH), N[C@@H](C(C)C)C(=O)OC(C)(C)C (H-Val-OtBu). The solvent is CCCCCC (n-hexane). Product: N([C@@H](CC(OC(C)(C)C)=O)C(=O)N[C@@H](C(C)C)C(=O)OC(C)(C)C)C(=O)OCC1=CC=CC=C1 (Z-Asp(OtBu)-Val-OtBu). The yield is 93.0%. RXN SMILES: [NH:1]([C:14]([O:16][CH2:17][C:18]1[CH:23]=[CH:22][CH:21]=[CH:20][CH:19]=1)=[O:15])[C@H:2]([C:11]([OH:13])=O)[CH2:3][C:4](=[O:10])[O:5][C:6]([CH3:9])([CH3:8])[CH3:7].[NH2:24][C@H:25]([C:29]([O:31][C:32]([CH3:35])([CH3:34])[CH3:33])=[O:30])[CH:26]([CH3:28])[CH3:27]>CCCCCC>[NH:1]([C:14]([O:16][CH2:17][C:18]1[CH:23]=[CH:22][CH:21]=[CH:20][CH:19]=1)=[O:15])[C@H:2]([C:11]([NH:24][C@H:25]([C:29]([O:31][C:32]([CH3:34])([CH3:33])[CH3:35])=[O:30])[CH:26]([CH3:28])[CH3:27])=[O:13])[CH2:3][C:4](=[O:10])[O:5][C:6]([CH3:7])([CH3:8])[CH3:9]. Reported procedure: By condensing Z-Asp(OtBu)-OH and H-Val-OtBu there is obtained Z-Asp(OtBu)-Val-OtBu, m.p. 75° C. (n-hexane), yield: 93%. The reactants are NC1CC2=CC=C(C=C2C1)S(=O)(=O)N(C(=O)NC1CCCC1)C (N-(2-aminoindane-5-sulfonyl)-N'-cyclopentyl-methylurea), ClC=1C=CC(=C(C(=O)Cl)C1)OC (5-chloro-2-methoxy-benzoyl chloride), C(Cl)Cl (methylene chloride), [OH-].[Na+] (sodium hydroxide). Run in O (water). Conditions: time 1 hour. The product is ClC=1C=CC(=C(C(=O)NC2CC3=CC=C(C=C3C2)S(=O)(=O)NC(=O)NCC2CCCC2)C1)OC (N-[2-(5-chloro-2-methoxybenzamido)-indane-5-sulfonyl]-N'-cyclopentylmethyl-urea). As a reaction SMILES: [NH2:1][CH:2]1[CH2:10][C:9]2[C:4](=[CH:5][CH:6]=[C:7]([S:11]([N:14](C)[C:15]([NH:17][CH:18]3[CH2:22][CH2:21][CH2:20][CH2:19]3)=[O:16])(=[O:13])=[O:12])[CH:8]=2)[CH2:3]1.[OH-].[Na+].[Cl:26][C:27]1[CH:28]=[CH:29][C:30]([O:36][CH3:37])=[C:31]([CH:35]=1)[C:32](Cl)=[O:33].[CH2:38](Cl)Cl>O>[Cl:26][C:27]1[CH:28]=[CH:29][C:30]([O:36][CH3:37])=[C:31]([CH:35]=1)[C:32]([NH:1][CH:2]1[CH2:10][C:9]2[C:4](=[CH:5][CH:6]=[C:7]([S:11]([NH:14][C:15]([NH:17][CH2:18][CH:22]3[CH2:21][CH2:20][CH2:19][CH2:38]3)=[O:16])(=[O:12])=[O:13])[CH:8]=2)[CH2:3]1)=[O:33] |f:1.2|. Reported procedure: 2.4 g of N-(2-aminoindane-5-sulfonyl)-N'-cyclopentyl-methylurea (melting point 192° - 194° C, prepared by saponification of 2-N-(acetamido-indane-5-sulfonyl)-N'-cyclopentyl-methyl-urea, melting point 107° - 109° C) were dissolved in 10 ml of water and 3.6 ml of 2N-sodium hydroxide solution. Then, a solution of 1.7 g of 5-chloro-2-methoxy-benzoyl chloride in 6 ml of methylene chloride was added dropwise, while cooling, and the whole was stirred for 1 hour; the mixture was slowly heated and the me... Reactants: CC(C)(C)O, CCCCOC(=O)c1ccc2ccc(C=O)nc2c1OC(=O)C(C)(C)C, CC=C(C)C, [O-][Cl+][O-], ClCCl, [Na+], [Na+], O, O=P([O-])(O)O. Product: CCCCOC(=O)c1ccc2ccc(C(=O)O)nc2c1OC(=O)C(C)(C)C. As a reaction SMILES: [C:46]([OH:47])([CH3:48])([CH3:49])[CH3:50].[CH3:1][C:2]([C:3](=[O:4])[O:5][c:6]1[c:7]([C:18](=[O:19])[O:20][CH2:21][CH2:22][CH2:23][CH3:24])[cH:8][cH:9][c:10]2[cH:11][cH:12][c:13]([CH:16]=[O:17])[n:14][c:15]12)([CH3:25])[CH3:26].[CH3:33][C:34](=[CH:35][CH3:36])[CH3:37].[Cl+:38]([O-:39])[O-:40].[Cl:42][CH2:43][Cl:44].[Na+:32].[Na+:41].[OH2:45].[P:27](=[O:28])([O-:29])([OH:30])[OH:31]>>[CH3:1][C:2]([C:3](=[O:4])[O:5][c:6]1[c:7]([C:18](=[O:19])[O:20][CH2:21][CH2:22][CH2:23][CH3:24])[cH:8][cH:9][c:10]2[cH:11][cH:12][c:13]([C:16](=[O:17])[OH:28])[n:14][c:15]12)([CH3:25])[CH3:26]. The reactants are ClC1=CC2=C(CN(CCC2O)C)S1 (2-chloro-7-methyl-5,6,7,8-tetrahydro-4H-thieno[2,3-c]azepin-4-ol), C(N)(=O)C1=CC(=C(C=C1)F)Cl (4-carbamoyl-2-chloro-1-fluorobenzene). Yields the product Cl.C(N)(=O)C1=CC(=C(C=C1)OC1C2=C(CN(CC1)C)SC(=C2)Cl)Cl (4-(4-Carbamoyl-2-chlorophenyloxy)-2-chloro-7-methyl-5,6,7,8-tetrahydro-4H-thieno[2,3-c]azepine hydrochloride). RXN SMILES: [Cl:1][C:2]1[S:13][C:5]2[CH2:6][N:7]([CH3:12])[CH2:8][CH2:9][CH:10]([OH:11])[C:4]=2[CH:3]=1.[C:14]([C:17]1[CH:22]=[CH:21][C:20](F)=[C:19]([Cl:24])[CH:18]=1)(=[O:16])[NH2:15]>>[ClH:1].[C:14]([C:17]1[CH:22]=[CH:21][C:20]([O:11][CH:10]2[CH2:9][CH2:8][N:7]([CH3:12])[CH2:6][C:5]3[S:13][C:2]([Cl:1])=[CH:3][C:4]2=3)=[C:19]([Cl:24])[CH:18]=1)(=[O:16])[NH2:15] |f:2.3|. Procedure: The same method as in Example 3 was conducted using 2-chloro-7-methyl-5,6,7,8-tetrahydro-4H-thieno[2,3-c]azepin-4-ol (Reference Example 24) instead of 6-methyl-4,5,6,7-tetrahydrothieno[2,3-c]pyridin-4-ol (Reference Example 6) and was conducted using 4-carbamoyl-2-chloro-1-fluorobenzene instead of 1,3-difluorobenzene to give the objective compound. Reactants: ClC1=CC=C2C=CNC2=C1 (6-chloro-1H-indole), O=P(Cl)(Cl)Cl (POCl3), CN(C)C=O (DMF). Conditions: temperature 45 celsius. Product: ClC1=CC=C2C(=CNC2=C1)C=O (6-Chloro-1H-indole-3-carbaldehyde). RXN SMILES: [Cl:1][C:2]1[CH:10]=[C:9]2[C:5]([CH:6]=[CH:7][NH:8]2)=[CH:4][CH:3]=1.O=P(Cl)(Cl)Cl.CN([CH:19]=[O:20])C>>[Cl:1][C:2]1[CH:10]=[C:9]2[C:5]([C:6]([CH:19]=[O:20])=[CH:7][NH:8]2)=[CH:4][CH:3]=1. Procedure: A mixture of 6-chloro-1H-indole (2.0 g, 13.2 mmol) and POCl3 (1.34 mL, 14.5 mmol) in DMF (5 mL) is heated at 45° C. for 1 h. After completion, the reaction mixture is quenched with aqueous NaHCO3, Et2O is added and the organic layer is washed with brine, dried over MgSO4 and evaporated in vacuo. Silica gel flash chromatography of the residue affords the title compound as a colorless powder; ES-MS: M+=179.9; HPLC: AtRet=3.74 min. Procedure: In a 4-necked flask, equipped with stirrer, reflux cooler, thermometer and drip funnel, a solution of 110.8 g (0.6 mole) of p-chloromethylbenzoic acid methyl ester in 150 ml of hexamethylphosphoric triamide is added dropwise, with stirring, at 25° C to a solution (prepared at 5°-10° C) of 38.4 g (0.3 mole) of 2,2-dimethylimidazolidine-4,5-dione and 32.4 g (0.6 mole) of sodium methylate in 225 ml of anhydrous methanol and 225 ml of hexamethylphosphoric triamide. Run in CN(P(N(C)C)(N(C)C)=O)C (hexamethylphosphoric triamide), CN(P(N(C)C)(N(C)C)=O)C (hexamethylphosphoric triamide). As a reaction SMILES: [CH3:1][O:2][C:3](=[O:12])[C:4]1[CH:9]=[CH:8][C:7]([CH2:10]Cl)=[CH:6][CH:5]=1.[CH3:13][C:14]1([CH3:21])[NH:18][C:17](=[O:19])[C:16](=[O:20])[NH:15]1.[CH3:22][O-:23].[Na+].[CH3:25][OH:26]>CN(C)P(=O)(N(C)C)N(C)C>[CH3:1][O:2][C:3]([C:4]1[CH:9]=[CH:8][C:7]([CH2:10][N:15]2[C:16](=[O:20])[C:17](=[O:19])[N:18]([CH2:3][C:4]3[CH:9]=[CH:8][C:7]([C:22]([O:26][CH3:25])=[O:23])=[CH:6][CH:5]=3)[C:14]2([CH3:21])[CH3:13])=[CH:6][CH:5]=1)=[O:12] |f:2.3|. Product: COC(=O)C1=CC=C(C=C1)CN1C(N(C(C1=O)=O)CC1=CC=C(C=C1)C(=O)OC)(C)C (1,3-bis-(4'-methoxycarbonylphenylmethyl)- 2,2-dimethylimidazolidine-4,5-dione). Starting materials: COC(C1=CC=C(C=C1)CCl)=O (p-chloromethylbenzoic acid methyl ester), CC1(NC(C(N1)=O)=O)C (2,2-dimethylimidazolidine-4,5-dione), C[O-].[Na+] (sodium methylate), CO (methanol). The reactants are CN(C)C=O, ClCCl, O=C(Cl)C(=O)Cl, C=CCC(C(=O)O)c1ccccc1. Yields the product C=CCC(C(=O)Cl)c1ccccc1. Reaction SMILES: [CH3:23][N:24]([CH3:25])[CH:26]=[O:27].[Cl:14][CH2:15][Cl:16].[Cl:17][C:18]([C:19]([Cl:20])=[O:21])=[O:22].[c:1]1([CH:7]([C:8](=[O:9])[OH:10])[CH2:11][CH:12]=[CH2:13])[cH:2][cH:3][cH:4][cH:5][cH:6]1>>[c:1]1([CH:7]([C:8](=[O:9])[Cl:14])[CH2:11][CH:12]=[CH2:13])[cH:2][cH:3][cH:4][cH:5][cH:6]1.